Dataset: the Open Reaction Database (ORD), a public repository of structured organic reaction records. Task: describe an organic reaction: reactants, conditions, products, and yield The reactants are CCO, CCOC(=O)c1c(C)nn(C)c1CCl, NC(N)=S. The product is CCOC(=O)c1c(C)nn(C)c1CSC(=N)N. Reaction SMILES: [CH3:19][CH2:20][OH:21].[Cl:1][CH2:2][c:3]1[c:4]([C:10](=[O:11])[O:12][CH2:13][CH3:14])[c:5]([CH3:9])[n:6][n:7]1[CH3:8].[NH2:15][C:16]([NH2:17])=[S:18]>>[CH2:2]([c:3]1[c:4]([C:10](=[O:11])[O:12][CH2:13][CH3:14])[c:5]([CH3:9])[n:6][n:7]1[CH3:8])[S:18][C:16](=[NH:15])[NH2:17]. Yields the product CCn1ncc(NCc2ccco2)c(Br)c1=O. The reactants are CCn1ncc(Br)c(Br)c1=O, C1COCCO1, [Na+], [Na+], O=C([O-])[O-], O, NCc1ccco1. As a reaction SMILES: [CH2:1]([CH3:2])[n:3]1[n:4][cH:5][c:6]([Br:11])[c:7]([Br:10])[c:8]1=[O:9].[CH2:26]1[O:27][CH2:28][CH2:29][O:30][CH2:31]1.[Na+:19].[Na+:20].[O-:21][C:22](=[O:23])[O-:24].[OH2:25].[o:12]1[c:13]([CH2:17][NH2:18])[cH:14][cH:15][cH:16]1>>[CH2:1]([CH3:2])[n:3]1[n:4][cH:5][c:6]([NH:18][CH2:17][c:13]2[o:12][cH:16][cH:15][cH:14]2)[c:7]([Br:10])[c:8]1=[O:9]. Reactants: C(C)(C)(C)OC(=O)N1N=C(C2=CC=CC=C12)CC1C(N(C2=C(N3C(=NN=C13)C1=CC=CC=C1)C=CC=C2)CC(N(C2=CC=CC=C2)C(C)C)=O)=O (3-{6-[(isopropyl-phenyl-carbamoyl)-methyl]-5-oxo-1-phenyl-5,6-dihydro-4H-2,3,6,10b-tetraaza-benzo[e]azulen-4-ylmethyl}-indazole-1-carboxylic acid tert-butyl ester), Cl (HCl). Solvent: O1CCOCC1 (dioxane), O1CCOCC1 (dioxane), CCOC(=O)C (EtOAc). Reaction conditions: time 24 hour. Product: N1N=C(C2=CC=CC=C12)CC1C(N(C2=C(N3C(=NN=C13)C1=CC=CC=C1)C=CC=C2)CC(=O)N(C2=CC=CC=C2)C(C)C)=O (2-[4-(1H-indazol-3-ylmethyl)-5-oxo-1-phenyl-4,5-dihydro-2,3,6,10b-tetraaza-benzo[e]azulen-6-yl]-N-isopropyl-N-phenyl-acetamide). The yield is 66.5%. RXN SMILES: C(OC([N:8]1[C:16]2[C:11](=[CH:12][CH:13]=[CH:14][CH:15]=2)[C:10]([CH2:17][CH:18]2[C:27]3[N:23]([C:24]([C:28]4[CH:33]=[CH:32][CH:31]=[CH:30][CH:29]=4)=[N:25][N:26]=3)[C:22]3[CH:34]=[CH:35][CH:36]=[CH:37][C:21]=3[N:20]([CH2:38][C:39](=[O:50])[N:40]([CH:47]([CH3:49])[CH3:48])[C:41]3[CH:46]=[CH:45][CH:44]=[CH:43][CH:42]=3)[C:19]2=[O:51])=[N:9]1)=O)(C)(C)C.Cl>O1CCOCC1.CCOC(C)=O>[NH:8]1[C:16]2[C:11](=[CH:12][CH:13]=[CH:14][CH:15]=2)[C:10]([CH2:17][CH:18]2[C:27]3[N:23]([C:24]([C:28]4[CH:33]=[CH:32][CH:31]=[CH:30][CH:29]=4)=[N:25][N:26]=3)[C:22]3[CH:34]=[CH:35][CH:36]=[CH:37][C:21]=3[N:20]([CH2:38][C:39]([N:40]([CH:47]([CH3:48])[CH3:49])[C:41]3[CH:46]=[CH:45][CH:44]=[CH:43][CH:42]=3)=[O:50])[C:19]2=[O:51])=[N:9]1. Reported procedure: To a solution of 3-{6-[(isopropyl-phenyl-carbamoyl)-methyl]-5-oxo-1-phenyl-5,6-dihydro-4H-2,3,6,10b-tetraaza-benzo[e]azulen-4-ylmethyl}-indazole-1-carboxylic acid tert-butyl ester (391.9 mg, 0.674 mmol) in dioxane (8 mL) was added 4M HCl in dioxane (6 mL). The reaction was stirred at room temperature for 24 hours and was diluted with EtOAc. The organic solution was washed with aqueous NaHCO3 and brine, was dried (MgSO4), filtered and concentrated in vacuo. Purification by medium pressure chromat... The reactants are B, CSC, Cl, O=C(O)CCc1cccc(C(F)(F)F)c1, C1CCOC1. The product is OCCCc1cccc(C(F)(F)F)c1. As a reaction SMILES: [BH3:19].[CH3:16][S:17][CH3:18].[ClH:20].[F:1][C:2]([c:3]1[cH:4][c:5]([CH2:9][CH2:10][C:11](=[O:12])[OH:13])[cH:6][cH:7][cH:8]1)([F:14])[F:15].[O:21]1[CH2:22][CH2:23][CH2:24][CH2:25]1>>[F:1][C:2]([c:3]1[cH:4][c:5]([CH2:9][CH2:10][CH2:11][OH:12])[cH:6][cH:7][cH:8]1)([F:14])[F:15]. The reactants are Brc1ccc(Br)nc1, O=C([O-])[O-], CO, CC1(C)OB(c2ccc(S(=O)(=O)c3ccccc3)cc2)OC1(C)C, COCCOC, CCOC(C)=O, [K+], [K+], O, c1ccc(P(c2ccccc2)(c2ccccc2)[Pd](P(c2ccccc2)(c2ccccc2)c2ccccc2)(P(c2ccccc2)(c2ccccc2)c2ccccc2)P(c2ccccc2)(c2ccccc2)c2ccccc2)cc1. Yields the product O=S(=O)(c1ccccc1)c1ccc(-c2ccc(Br)cn2)cc1. As a reaction SMILES: [Br:25][c:26]1[n:27][cH:28][c:29]([Br:32])[cH:30][cH:31]1.[C:33](=[O:34])([O-:35])[O-:36].[CH3:128][OH:129].[CH3:1][C:2]1([CH3:3])[C:4]([CH3:5])([CH3:6])[O:7][B:8]([c:9]2[cH:10][cH:11][c:12]([S:15](=[O:16])(=[O:17])[c:18]3[cH:19][cH:20][cH:21][cH:22][cH:23]3)[cH:13][cH:14]2)[O:24]1.[CH3:39][O:40][CH2:41][CH2:42][O:43][CH3:44].[CH3:45][CH2:46][O:47][C:48]([CH3:49])=[O:50].[K+:37].[K+:38].[OH2:130].[cH:51]1[cH:52][cH:53][c:54]([P:55]([Pd:56]([P:57]([c:58]2[cH:59][cH:60][cH:61][cH:62][cH:63]2)([c:64]2[cH:65][cH:66][cH:67][cH:68][cH:69]2)[c:70]2[cH:71][cH:72][cH:73][cH:74][cH:75]2)([P:76]([c:77]2[cH:78][cH:79][cH:80][cH:81][cH:82]2)([c:83]2[cH:84][cH:85][cH:86][cH:87][cH:88]2)[c:89]2[cH:90][cH:91][cH:92][cH:93][cH:94]2)[P:95]([c:96]2[cH:97][cH:98][cH:99][cH:100][cH:101]2)([c:102]2[cH:103][cH:104][cH:105][cH:106][cH:107]2)[c:108]2[cH:109][cH:110][cH:111][cH:112][cH:113]2)([c:114]2[cH:115][cH:116][cH:117][cH:118][cH:119]2)[c:120]2[cH:121][cH:122][cH:123][cH:124][cH:125]2)[cH:126][cH:127]1>>[c:9]1(-[c:26]2[n:27][cH:28][c:29]([Br:32])[cH:30][cH:31]2)[cH:10][cH:11][c:12]([S:15](=[O:16])(=[O:17])[c:18]2[cH:19][cH:20][cH:21][cH:22][cH:23]2)[cH:13][cH:14]1. The reactants are ClC1=CC2=C(NC(=N2)NC2=CC=C(C=C2)C2CCCCC2)C=C1Cl (5,6-Dichloro-N-[4-(cyclohexyl)phenyl]-1H-benzimidazol-2-amine), [H-].[Na+] (NaH), COC(C1=CC=C(C=C1)CBr)=O (methyl-4-(bromomethyl)benzoate). Solvent: [NH4+].[Cl-] (NH4Cl), CN(C)C=O (DMF). Run at time 30 minute. Product: ClC1=CC2=C(N(C(=N2)NC2=CC=C(C=C2)C2CCCCC2)CC2=CC=C(C(=O)OC)C=C2)C=C1Cl (Methyl 4-[(5,6-dichloro-2-{[4-(cyclohexyl)phenyl]amino}-1H-benzimidazol-1-yl)methyl]benzoate). As a reaction SMILES: [Cl:1][C:2]1[C:23]([Cl:24])=[CH:22][C:5]2[NH:6][C:7]([NH:9][C:10]3[CH:15]=[CH:14][C:13]([CH:16]4[CH2:21][CH2:20][CH2:19][CH2:18][CH2:17]4)=[CH:12][CH:11]=3)=[N:8][C:4]=2[CH:3]=1.[H-].[Na+].[CH3:27][O:28][C:29](=[O:38])[C:30]1[CH:35]=[CH:34][C:33]([CH2:36]Br)=[CH:32][CH:31]=1>CN(C=O)C.[NH4+].[Cl-]>[Cl:24][C:23]1[C:2]([Cl:1])=[CH:3][C:4]2[N:8]([CH2:36][C:33]3[CH:34]=[CH:35][C:30]([C:29]([O:28][CH3:27])=[O:38])=[CH:31][CH:32]=3)[C:7]([NH:9][C:10]3[CH:11]=[CH:12][C:13]([CH:16]4[CH2:21][CH2:20][CH2:19][CH2:18][CH2:17]4)=[CH:14][CH:15]=3)=[N:6][C:5]=2[CH:22]=1 |f:1.2,5.6|. Reported procedure: To the title compound of Example 4, Step A (1.1 mmol, 400 mg) in DMF (2 mL) was added NaH (1.2 mmol, 49 mg of 60% suspension in mineral oil). After 25 min methyl-4-(bromomethyl)benzoate (1.2 mmol, 280 mg) was added and the reaction mixture was allowed to stand at ambient temperature for 30 min. The reaction was diluted with saturated NH4Cl (5 mL), and the crude product was extracted into EtOAc. The organic phase was dried with Na2SO4 and concentrated in vacuo. Flash chromatography on silica elut... Reactants: ClC=1C=NC2=CC=CC(=C2N1)C (3-chloro-5-methylquinoxaline), [N-]=[N+]=[N-].[Na+] (sodium azide). Run in C(C)O (ethanol). Conditions: time 3 hour. Yields the product CC=1C=CC=C2N=CC=3N(C12)N=NN3 (9-methyltetrazolo[1,5-a]quinoxaline). Reaction SMILES: Cl[C:2]1[CH:3]=[N:4][C:5]2[C:10]([N:11]=1)=[C:9]([CH3:12])[CH:8]=[CH:7][CH:6]=2.[N-:13]=[N+:14]=[N-:15].[Na+]>C(O)C>[CH3:12][C:9]1[CH:8]=[CH:7][CH:6]=[C:5]2[C:10]=1[N:11]1[N:13]=[N:14][N:15]=[C:2]1[CH:3]=[N:4]2 |f:1.2|. Reported procedure: The crude 3-chloro-5-methylquinoxaline obtained in the step above was stirred for 3 hours at reflux temperature in 75 ml. of ethanol containing 1.8 g. of sodium azide and 20 ml. of 1N HCL. When the reaction mixture was cooled, the product precipitated as needles. Recrystallization of the product from ethanol produced highly purified 9-methyltetrazolo[1,5-a]quinoxaline, m.p. 166°-68°C. The product was identified by NMR analysis and elemental microanalysis. Reactants: solution, [H-].[Al+3].[Li+].[H-].[H-].[H-] (lithium aluminium hydride), ClC1=C(C(=CC=C1)Cl)N1C(N(C2=NC(=NC=C2C1)NC1=CC=C(C=C1)CC(=O)OCC)C)=O (ethyl 2-[4-[[3-(2,6-dichlorophenyl)-1,2,3,4-tetrahydro-1-methyl-2-oxopyrimido[4,5-d]pyrimidin-7-yl]amino]-phenyl]acetate). Solvent: O1CCCC1 (tetrahydrofuran), O1CCCC1 (tetrahydrofuran). Conditions: time 90 minute. The product is ClC1=C(C(=CC=C1)Cl)N1C(N(C2=NC(=NC=C2C1)NC1=CC=C(C=C1)CCO)C)=O (3-(2,6-dichlorophenyl)-3,4-dihydro-7-[4-(2-hydroxyethyl)anilino]-1-methylpyrimido[4,5-d]pyrimidin-2(1H)-one). Yield: 68.6%. Reaction SMILES: [H-].[Al+3].[Li+].[H-].[H-].[H-].[Cl:7][C:8]1[CH:13]=[CH:12][CH:11]=[C:10]([Cl:14])[C:9]=1[N:15]1[CH2:24][C:23]2[C:18](=[N:19][C:20]([NH:25][C:26]3[CH:31]=[CH:30][C:29]([CH2:32][C:33](OCC)=[O:34])=[CH:28][CH:27]=3)=[N:21][CH:22]=2)[N:17]([CH3:38])[C:16]1=[O:39]>O1CCCC1>[Cl:7][C:8]1[CH:13]=[CH:12][CH:11]=[C:10]([Cl:14])[C:9]=1[N:15]1[CH2:24][C:23]2[C:18](=[N:19][C:20]([NH:25][C:26]3[CH:31]=[CH:30][C:29]([CH2:32][CH2:33][OH:34])=[CH:28][CH:27]=3)=[N:21][CH:22]=2)[N:17]([CH3:38])[C:16]1=[O:39] |f:0.1.2.3.4.5|. Procedure details: A 1.0M solution of lithium aluminium hydride in anhydrous tetrahydrofuran (91 μl; 91 μmol) was added dropwise to a stirred solution of 40 mg (82 μmol) of ethyl 2-[4-[[3-(2,6-dichlorophenyl)-1,2,3,4-tetrahydro-1-methyl-2-oxopyrimido[4,5-d]pyrimidin-7-yl]amino]-phenyl]acetate in 4 ml of anhydrous tetrahydrofuran at 0° C. and the mixture was stirred for a further 90 minutes. The reaction was quenched with 10 ml of 2M sodium hydroxide and the mixture was extracted twice with 10 ml of ethyl acetate e... Starting materials: BrC1=C(C#N)C=CC(=C1)F (2-bromo-4-fluorobenzonitrile), C(C)(C)[Mg]Cl (iPrMgCl), Cl (hydrochloric acid), CN(C)C=O (DMF). Run in C1CCOC1 (THF), C1CCOC1 (THF). Run at temperature -30 celsius, time 3 hour. Yields the product FC1=CC(=C(C#N)C=C1)C=O (4-fluoro-2-formyl benzonitrile). The yield is 104.6%. As a reaction SMILES: Br[C:2]1[CH:9]=[C:8]([F:10])[CH:7]=[CH:6][C:3]=1[C:4]#[N:5].C([Mg]Cl)(C)C.CN([CH:19]=[O:20])C.Cl>C1COCC1>[F:10][C:8]1[CH:7]=[CH:6][C:3]([C:4]#[N:5])=[C:2]([CH:19]=[O:20])[CH:9]=1. Procedure: To a solution of 2-bromo-4-fluorobenzonitrile (5.0 g, 25.0 mmol) in anhydrous THF (20 mL) is added iPrMgCl 2.01\4 in THF (15.0 mL, 30.0 mmol) at −30° C. The solution is stirred at −30° C. for 3 hours and DMF (5.80 mL, 75.0 mmol) is added. The reaction mixture is allowed to warm to room temperature and is stirred for 1 hour. The solution is cooled to −10° C., 2M hydrochloric acid (37 mL) is added and the solution is stirred for 20 minutes. The solution is concentrated in vacuo to −⅓ original volu...